This data is from the Open Reaction Database (ORD), a public repository of structured organic reaction records. The task is: describe an organic reaction: reactants, conditions, products, and yield Reactants: C(C)N(C1=C(C=C(C(=C1)OC)OC)[C@H]1CC=2C=CC(=CC2CC1)OC(C(C)(C)C)=O)C(C1=CC(=C(C=C1)O)F)=O (pivalic acid (R)-6-{2-[ethyl(3-fluoro-4-hydroxybenzoyl)amino]-4,5-dimethoxyphenyl}-5,6,7,8-tetrahydronaphthalen-2-yl ester), ClCC(=O)N1CCCCC1 (2-chloro-1-piperidin-1-ylethanone). Product: C(C)N(C1=C(C=C(C(=C1)OC)OC)[C@H]1CC=2C=CC(=CC2CC1)O)CC1=CC(=C(C=C1)OCCN1CCCCC1)F ((R)-6-{2-{Ethyl[3-fluoro-4-(2-piperidin-1-ylethoxy)benzyl]amino}-4,5-dimethoxyphenyl}-5,6,7,8-tetrahydronaphthalen-2-ol). The yield is 24.7%. As a reaction SMILES: [CH2:1]([N:3]([C:31](=O)[C:32]1[CH:37]=[CH:36][C:35]([OH:38])=[C:34]([F:39])[CH:33]=1)[C:4]1[CH:9]=[C:8]([O:10][CH3:11])[C:7]([O:12][CH3:13])=[CH:6][C:5]=1[C@@H:14]1[CH2:23][CH2:22][C:21]2[CH:20]=[C:19]([O:24]C(=O)C(C)(C)C)[CH:18]=[CH:17][C:16]=2[CH2:15]1)[CH3:2].Cl[CH2:42][C:43]([N:45]1[CH2:50][CH2:49][CH2:48][CH2:47][CH2:46]1)=O>>[CH2:1]([N:3]([CH2:31][C:32]1[CH:37]=[CH:36][C:35]([O:38][CH2:42][CH2:43][N:45]2[CH2:50][CH2:49][CH2:48][CH2:47][CH2:46]2)=[C:34]([F:39])[CH:33]=1)[C:4]1[CH:9]=[C:8]([O:10][CH3:11])[C:7]([O:12][CH3:13])=[CH:6][C:5]=1[C@@H:14]1[CH2:15][CH2:16][C:21]2[CH:20]=[C:19]([OH:24])[CH:18]=[CH:17][C:22]=2[CH2:23]1)[CH3:2]. Procedure details: Synthesized from pivalic acid (R)-6-{2-[ethyl(3-fluoro-4-hydroxybenzoyl)amino]-4,5-dimethoxyphenyl}-5,6,7,8-tetrahydronaphthalen-2-yl ester (15 mg) and 2-chloro-1-piperidin-1-ylethanone (8.8 mg) according to an analogous synthetic method to Example 404 and purified by LC-MS, the title compound (3.8 mg) was obtained.